The task is: describe an organic reaction: reactants, conditions, products, and yield. This data is from the Open Reaction Database (ORD), a public repository of structured organic reaction records. Starting materials: Cl.CN (methylamine hydrochloride), C[Al](C)C (AlMe3), NC1=C(OC(=C1)C(C)(C)C)C(=O)OC (methyl 3-amino-5-tert-butyl-2-furancarboxylate), Cl (HCl), aluminum amide, [OH-].[Na+] (NaOH). Run in C1(=CC=CC=C1)C (toluene). Conditions: temperature 0 celsius, time 30 minute. Yields the product CNC(=O)C=1OC(=CC1N)C(C)(C)C (N-methyl-3-amino-5-tert-butyl-2-furancarboxamide). Isolated yield 89.9%. As a reaction SMILES: Cl.[CH3:2][NH2:3].C[Al](C)C.[NH2:8][C:9]1[CH:13]=[C:12]([C:14]([CH3:17])([CH3:16])[CH3:15])[O:11][C:10]=1[C:18]([O:20]C)=O.Cl.[OH-].[Na+]>C1(C)C=CC=CC=1>[CH3:2][NH:3][C:18]([C:10]1[O:11][C:12]([C:14]([CH3:17])([CH3:16])[CH3:15])=[CH:13][C:9]=1[NH2:8])=[O:20] |f:0.1,5.6|. Procedure details: A slurry of methylamine hydrochloride (1.03 g, 15.2 mmol, 3.0 equiv) in anh. toluene (60 mL) at 0° C. was treated with AlMe3 (2M in toluene, 7.6 mL, 15.2 mmol, 3.0 equiv). The resulting solution was stirred at 0° C. for 30 min and allowed to warm to room temp for 40 min. To the aluminum amide solution was then added methyl 3-amino-5-tert-butyl-2-furancarboxylate (1.00 g, 5.1 mmol). The resulting mixture was heated at the reflux temp. for 20 h, cooled to room temp., and a 6N HCl solution was adde... Reactants: C([O-])([O-])=O.[K+].[K+] (potassium carbonate), CC(CC(C(C)=O)=NO)=C (5-Methylhex-5-ene-2,3-dione 3-oxime), S(=O)(=O)(OC)OC (dimethyl sulfate). Run in CC(=O)C (acetone), CC(=O)C (acetone). Conditions: temperature 23 celsius, time 4 hour. Yields the product CON=C(C(C)=O)CC(=C)C (5-Methylhex-5-ene-2,3-dione 3-(O-methyloxime)). RXN SMILES: [CH3:1][C:2](=[CH2:10])[CH2:3][C:4](=[N:8][OH:9])[C:5](=[O:7])[CH3:6].[C:11](=O)([O-])[O-].[K+].[K+].S(OC)(OC)(=O)=O>CC(C)=O>[CH3:11][O:9][N:8]=[C:4]([CH2:3][C:2]([CH3:1])=[CH2:10])[C:5](=[O:7])[CH3:6] |f:1.2.3|. Procedure: 141 g of 5-methylhex-5-ene-2,3-dione 3-oxime from Example 1 were dissolved in 750 ml of acetone and admixed with 165.6 g of potassium carbonate. 145 g of dimethyl sulfate in 100 ml of acetone were then added dropwise, and the mixture was stirred at 23° C. for 4 hours. The solvent was subsequently removed under reduced pressure, the residue was taken up with methyl tert-butyl ether/water and the aqueous phase was extracted repeatedly with methyl tert-butyl ether. The combined organic phases were ... Starting materials: Br, CO, c1ccncc1, CC(=O)c1cc2ccccc2o1. Yields the product O=C(CBr)c1cc2ccccc2o1. As a reaction SMILES: [BrH:1].[CH3:20][OH:21].[n:2]1[cH:3][cH:4][cH:5][cH:6][cH:7]1.[o:8]1[c:9]([C:17](=[O:18])[CH3:19])[cH:10][c:11]2[c:12]1[cH:13][cH:14][cH:15][cH:16]2>>[Br:1][CH2:19][C:17]([c:9]1[o:8][c:12]2[c:11]([cH:10]1)[cH:16][cH:15][cH:14][cH:13]2)=[O:18]. The reactants are C1CCOC1, CI, Cc1cc(C#Cc2c[nH]c(C)n2)ccn1, [H-], [Na+], O. Yields the product Cc1cc(C#Cc2cn(C)c(C)n2)ccn1. Reaction SMILES: [CH2:21]1[O:22][CH2:23][CH2:24][CH2:25]1.[CH3:18][I:19].[CH3:3][c:4]1[n:5][cH:6][cH:7][c:8]([C:10]#[C:11][c:12]2[n:13][c:14]([CH3:17])[nH:15][cH:16]2)[cH:9]1.[H-:1].[Na+:2].[OH2:20]>>[CH3:3][c:4]1[n:5][cH:6][cH:7][c:8]([C:10]#[C:11][c:12]2[n:13][c:14]([CH3:17])[n:15]([CH3:18])[cH:16]2)[cH:9]1. The reactants are C[N+]1(CCOCC1)[O-] (4-Methylmorpholine N-oxide), FC1=C(C=C(C=C1)F)C1=NN(C(=N1)[C@@H](C(C)(C)C)N)CC1=CC(=CC=C1)F ((R)-1-(3-(2,5-difluorophenyl)-1-(3-fluorobenzyl)-1H-1,2,4-triazol-5-yl)-2,2-dimethylpropan-1-amine), F[C@H]1CN(C[C@H]1C=O)C(=O)OCC1=CC=CC=C1 ((3R,4S)-benzyl 3-fluoro-4-formylpyrrolidine-1-carboxylate), [BH-](OC(=O)C)(OC(=O)C)OC(=O)C.[Na+] (NaBH(OAc)3). Reagents/catalysts: O=[Os](=O)(=O)=O (OsO4). Run in C(Cl)Cl (CH2Cl2), C(Cl)Cl (CH2Cl2). Run at time 16 hour. The product is FC1=C(C=C(C=C1)F)C1=NN(C(=N1)[C@@H](C(C)(C)C)NC[C@@H]1CN(C[C@@H]1F)C(=O)OCC1=CC=CC=C1)CC1=CC(=CC=C1)F ((3R,4R)-benzyl 3-(((R)-1-(3-(2,5-difluorophenyl)-1-(3-fluorobenzyl)-1H-1,2,4-triazol-5-yl)-2,2-dimethylpropylamino)methyl)-4-fluoropyrrolidine-1-carboxylate). RXN SMILES: [F:1][C:2]1[CH:7]=[CH:6][C:5]([F:8])=[CH:4][C:3]=1[C:9]1[N:13]=[C:12]([C@H:14]([NH2:19])[C:15]([CH3:18])([CH3:17])[CH3:16])[N:11]([CH2:20][C:21]2[CH:26]=[CH:25][CH:24]=[C:23]([F:27])[CH:22]=2)[N:10]=1.[F:28][C@@H:29]1[C@H:33]([CH:34]=O)[CH2:32][N:31]([C:36]([O:38][CH2:39][C:40]2[CH:45]=[CH:44][CH:43]=[CH:42][CH:41]=2)=[O:37])[CH2:30]1.[BH-](OC(C)=O)(OC(C)=O)OC(C)=O.[Na+].C[N+]1([O-])CCOCC1>C(Cl)Cl.O=[Os](=O)(=O)=O>[F:1][C:2]1[CH:7]=[CH:6][C:5]([F:8])=[CH:4][C:3]=1[C:9]1[N:13]=[C:12]([C@H:14]([NH:19][CH2:34][C@H:33]2[C@@H:29]([F:28])[CH2:30][N:31]([C:36]([O:38][CH2:39][C:40]3[CH:45]=[CH:44][CH:43]=[CH:42][CH:41]=3)=[O:37])[CH2:32]2)[C:15]([CH3:18])([CH3:16])[CH3:17])[N:11]([CH2:20][C:21]2[CH:26]=[CH:25][CH:24]=[C:23]([F:27])[CH:22]=2)[N:10]=1 |f:2.3|. Procedure: To a solution of (R)-1-(3-(2,5-difluorophenyl)-1-(3-fluorobenzyl)-1H-1,2,4-triazol-5-yl)-2,2-dimethylpropan-1-amine (2.55 g, 6.8 mmol) in CH2Cl2 (58 mL) was added the crude (3R,4S)-benzyl 3-fluoro-4-formylpyrrolidine-1-carboxylate (obtained from 1.4 equiv. of (3R,4R)-benzyl 3-fluoro-4-vinylpyrrolidine-1-carboxylate) in CH2Cl2 (10 mL) and NaBH(OAc)3 (2.2 g, 10.2 mmol). The reaction mixture was then stirred for 16 h at room temperature. After quenched with saturated NaHCO3 aqueous solution, the re... The reactants are CO, COC(=O)c1cc(-c2ccc(Cl)cc2)c(-c2ccc(Cl)cc2Cl)nc1Oc1ccc(F)c(F)c1, [Na+], [OH-]. The product is O=C(O)c1cc(-c2ccc(Cl)cc2)c(-c2ccc(Cl)cc2Cl)nc1Oc1ccc(F)c(F)c1. As a reaction SMILES: [CH3:37][OH:38].[Cl:1][c:2]1[cH:3][cH:4][c:5](-[c:8]2[c:9](-[c:27]3[c:28]([Cl:34])[cH:29][c:30]([Cl:33])[cH:31][cH:32]3)[n:10][c:11]([O:18][c:19]3[cH:20][c:21]([F:26])[c:22]([F:25])[cH:23][cH:24]3)[c:12]([C:13](=[O:14])[O:15][CH3:16])[cH:17]2)[cH:6][cH:7]1.[Na+:36].[OH-:35]>>[Cl:1][c:2]1[cH:3][cH:4][c:5](-[c:8]2[c:9](-[c:27]3[c:28]([Cl:34])[cH:29][c:30]([Cl:33])[cH:31][cH:32]3)[n:10][c:11]([O:18][c:19]3[cH:20][c:21]([F:26])[c:22]([F:25])[cH:23][cH:24]3)[c:12]([C:13](=[O:14])[OH:15])[cH:17]2)[cH:6][cH:7]1. The reactants are CC12CCC(=O)C=C1CCC1C2CCC2(C)C(O)CCC12, COC(=O)Cl, c1ccncc1. The product is COC(=O)OC1CCC2C3CCC4=CC(=O)CCC4(C)C3CCC12C. Reaction SMILES: [CH:1]12[CH2:2][CH2:3][C:4]3=[CH:5][C:6](=[O:7])[CH2:8][CH2:9][C:10]3([CH3:11])[CH:12]1[CH2:13][CH2:14][C:15]1([CH3:16])[CH:17]([OH:18])[CH2:19][CH2:20][CH:21]21.[Cl:22][C:23](=[O:24])[O:25][CH3:26].[cH:27]1[cH:28][cH:29][n:30][cH:31][cH:32]1>>[CH:1]12[CH2:2][CH2:3][C:4]3=[CH:5][C:6](=[O:7])[CH2:8][CH2:9][C:10]3([CH3:11])[CH:12]1[CH2:13][CH2:14][C:15]1([CH3:16])[CH:17]([O:18][C:23](=[O:24])[O:25][CH3:26])[CH2:19][CH2:20][CH:21]21.